This data is from the Open Reaction Database (ORD), a public repository of structured organic reaction records. The task is: describe an organic reaction: reactants, conditions, products, and yield The reactants are COC(C1=C(C=C(C=C1)OC)Br)C1=CC=C(C=C1)F (2-bromo-4'-fluoro-4-methoxybenzhydryl methyl ether), C(C1=CC=CC=C1)N1CCC(CC1)=O (1-benzyl-4-piperidone). The solvent is CCCCCCC (heptane). Product: C(C1=CC=CC=C1)N1CCC2(CC1)OC(C1=CC=C(C=C12)OC)C1=CC=C(C=C1)F (1'-Benzyl-1,3-dihydro-3-p-fluorophenyl-6-methoxyspiro[isobenzofuran-1,4'-piperidine]). Reaction SMILES: [CH3:1][O:2][CH:3]([C:13]1[CH:18]=[CH:17][C:16]([F:19])=[CH:15][CH:14]=1)[C:4]1[CH:9]=[CH:8][C:7]([O:10][CH3:11])=[CH:6][C:5]=1Br.[CH2:20]([N:27]1[CH2:32][CH2:31]C(=O)[CH2:29][CH2:28]1)[C:21]1[CH:26]=[CH:25][CH:24]=[CH:23][CH:22]=1>CCCCCCC>[CH2:20]([N:27]1[CH2:32][CH2:31][C:1]2([C:9]3[C:4](=[CH:5][CH:6]=[C:7]([O:10][CH3:11])[CH:8]=3)[CH:3]([C:13]3[CH:18]=[CH:17][C:16]([F:19])=[CH:15][CH:14]=3)[O:2]2)[CH2:29][CH2:28]1)[C:21]1[CH:26]=[CH:25][CH:24]=[CH:23][CH:22]=1. Reported procedure: By following the manipulative procedure described above in Example 45, 2-bromo-4'-fluoro-4-methoxybenzhydryl methyl ether and 1-benzyl-4-piperidone are reacted to produce a white solid, m.p. 86°-88°, form heptane. The reactants are CC(=O)O[BH-](OC(C)=O)OC(C)=O, C=O, CCOC(=O)C1CC(C)=CCN1C(=O)C(Cc1cccc(C#N)c1)NS(=O)(=O)c1ccc2c(c1)CNCC2, ClCCl, [Na+]. The product is CCOC(=O)C1CC(C)=CCN1C(=O)C(Cc1cccc(C#N)c1)NS(=O)(=O)c1ccc2c(c1)CN(C)CC2. As a reaction SMILES: [C:41]([O:42][BH-:43]([O:44][C:45](=[O:46])[CH3:47])[O:48][C:49](=[O:50])[CH3:51])(=[O:52])[CH3:53].[CH2:1]=[O:2].[CH2:3]([CH3:4])[O:5][C:6](=[O:7])[CH:8]1[N:9]([C:15]([CH:16]([NH:17][S:18](=[O:19])(=[O:20])[c:21]2[cH:22][cH:23][c:24]3[c:29]([cH:30]2)[CH2:28][NH:27][CH2:26][CH2:25]3)[CH2:31][c:32]2[cH:33][c:34]([C:38]#[N:39])[cH:35][cH:36][cH:37]2)=[O:40])[CH2:10][CH:11]=[C:12]([CH3:14])[CH2:13]1.[Cl:55][CH2:56][Cl:57].[Na+:54]>>[CH2:3]([CH3:4])[O:5][C:6](=[O:7])[CH:8]1[N:9]([C:15]([CH:16]([NH:17][S:18](=[O:19])(=[O:20])[c:21]2[cH:22][cH:23][c:24]3[c:29]([cH:30]2)[CH2:28][N:27]([CH3:41])[CH2:26][CH2:25]3)[CH2:31][c:32]2[cH:33][c:34]([C:38]#[N:39])[cH:35][cH:36][cH:37]2)=[O:40])[CH2:10][CH:11]=[C:12]([CH3:14])[CH2:13]1. The reactants are CC(C)Nc1ccccc1, Nc1ccccc1. Product: CC(C)c1ccc(N)cc1. As a reaction SMILES: [CH:8]([CH3:9])([CH3:10])[NH:11][c:12]1[cH:13][cH:14][cH:15][cH:16][cH:17]1.[NH2:1][c:2]1[cH:3][cH:4][cH:5][cH:6][cH:7]1>>[NH2:1][c:2]1[cH:3][cH:4][c:5]([CH:8]([CH3:9])[CH3:10])[cH:6][cH:7]1. Reactants: CCOC(C)=O, CCOC(=O)Cc1ccc(Oc2ccc(C(=O)NCCc3ccc(Cl)cc3)cc2)c(-c2ccc(S(C)(=O)=O)cc2)c1, Cl, [Na+], C1COCCO1, [OH-], O. The product is CS(=O)(=O)c1ccc(-c2cc(CC(=O)O)ccc2Oc2ccc(C(=O)NCCc3ccc(Cl)cc3)cc2)cc1. As a reaction SMILES: [CH3:51][CH2:52][O:53][C:54](=[O:55])[CH3:56].[Cl:1][c:2]1[cH:3][cH:4][c:5]([CH2:6][CH2:7][NH:8][C:9](=[O:10])[c:11]2[cH:12][cH:13][c:14]([O:15][c:16]3[cH:17][cH:18][c:19]([CH2:32][C:33](=[O:34])[O:35][CH2:36][CH3:37])[cH:20][c:21]3-[c:22]3[cH:23][cH:24][c:25]([S:28](=[O:29])(=[O:30])[CH3:31])[cH:26][cH:27]3)[cH:38][cH:39]2)[cH:40][cH:41]1.[ClH:57].[Na+:43].[O:45]1[CH2:46][CH2:47][O:48][CH2:49][CH2:50]1.[OH-:42].[OH2:44]>>[Cl:1][c:2]1[cH:3][cH:4][c:5]([CH2:6][CH2:7][NH:8][C:9](=[O:10])[c:11]2[cH:12][cH:13][c:14]([O:15][c:16]3[cH:17][cH:18][c:19]([CH2:32][C:33](=[O:34])[OH:35])[cH:20][c:21]3-[c:22]3[cH:23][cH:24][c:25]([S:28](=[O:29])(=[O:30])[CH3:31])[cH:26][cH:27]3)[cH:38][cH:39]2)[cH:40][cH:41]1. The reactants are NC(=O)CCC(=O)NBr, ClC(Cl)(Cl)Cl, Cc1cc(Cl)ccc1C#N, CC(C)(C#N)N=NC(C)(C)C#N. The product is N#Cc1ccc(Cl)cc1CBr. Reaction SMILES: [Br:11][NH:12][C:13](=[O:14])[CH2:15][CH2:16][C:17]([NH2:18])=[O:19].[C:32]([Cl:33])([Cl:34])([Cl:35])[Cl:36].[Cl:1][c:2]1[cH:3][c:4]([CH3:10])[c:5]([C:6]#[N:7])[cH:8][cH:9]1.[N:20]([C:21]([CH3:22])([CH3:23])[C:24]#[N:25])=[N:26][C:27]([CH3:28])([CH3:29])[C:30]#[N:31]>>[Cl:1][c:2]1[cH:3][c:4]([CH2:10][Br:11])[c:5]([C:6]#[N:7])[cH:8][cH:9]1. The reactants are ClCCl, O=[Cr](=O)([O-])Cl, CC(C)=CCCC(C)=CCCC(C)=CCO, c1cc[nH+]cc1. The product is CC(C)=CCCC(C)=CCCC(C)=CC=O. Reaction SMILES: [Cl:28][CH2:29][Cl:30].[O:1]=[Cr:2]([Cl:3])([O-:4])=[O:5].[OH:12][CH2:13][CH:14]=[C:15]([CH3:16])[CH2:17][CH2:18][CH:19]=[C:20]([CH3:21])[CH2:22][CH2:23][CH:24]=[C:25]([CH3:26])[CH3:27].[nH+:6]1[cH:7][cH:8][cH:9][cH:10][cH:11]1>>[O:12]=[CH:13][CH:14]=[C:15]([CH3:16])[CH2:17][CH2:18][CH:19]=[C:20]([CH3:21])[CH2:22][CH2:23][CH:24]=[C:25]([CH3:26])[CH3:27]. The reactants are COC=1C=C2C(=NC=NC2=CC1OC)OC1=CC=C(N)C=C1 (4-[(6,7-Dimethoxy-4-quinazolinyl)oxy]aniline), ClC(Cl)(OC(OC(Cl)(Cl)Cl)=O)Cl (triphosgene), C([O-])(O)=O.[Na+] (sodium bicarbonate), C1(CC1)CO (cyclopropylmethanol). Run in C(C)N(CC)CC (triethylamine), C1(=CC=CC=C1)C (toluene), C(Cl)Cl (methylene chloride). The product is COC=1C=C2C(=NC=NC2=CC1OC)OC1=CC=C(C=C1)NC(OCC1CC1)=O (Cyclopropylmethyl N-{4-[(6,7-dimethoxy-4-quinazolinyl)oxy]phenyl}carbamate). Yield: 90.2%. As a reaction SMILES: [CH3:1][O:2][C:3]1[CH:4]=[C:5]2[C:10](=[CH:11][C:12]=1[O:13][CH3:14])[N:9]=[CH:8][N:7]=[C:6]2[O:15][C:16]1[CH:22]=[CH:21][C:19]([NH2:20])=[CH:18][CH:17]=1.Cl[C:24](Cl)([O:26][C:27](=[O:33])OC(Cl)(Cl)Cl)Cl.[CH:35]1(CO)[CH2:37][CH2:36]1.C(=O)(O)[O-].[Na+]>C(Cl)Cl.C(N(CC)CC)C.C1(C)C=CC=CC=1>[CH3:1][O:2][C:3]1[CH:4]=[C:5]2[C:10](=[CH:11][C:12]=1[O:13][CH3:14])[N:9]=[CH:8][N:7]=[C:6]2[O:15][C:16]1[CH:22]=[CH:21][C:19]([NH:20][C:27](=[O:33])[O:26][CH2:24][CH:35]2[CH2:37][CH2:36]2)=[CH:18][CH:17]=1 |f:3.4|. Reported procedure: 4-[(6,7-Dimethoxy-4-quinazolinyl)oxy]aniline (50 mg) was added to toluene (5 ml), and triethylamine (0.5 ml), and the mixture was heated under reflux to prepare a solution. A solution of triphosgene (77 mg) in methylene chloride was then added thereto, and the mixture was heated under reflux for 10 min. Next, cyclopropylmethanol (19 mg) was added thereto, and the mixture was further stirred with heating under reflux for 3 hr. A saturated aqueous sodium bicarbonate solution was added to stop the ... Starting materials: BrC(Br)(Br)Br, O=C(C=CSc1ccccc1)NOCc1ccccc1, CC#N, c1ccc(P(c2ccccc2)c2ccccc2)cc1. Yields the product BrC(C=CSc1ccccc1)=NOCc1ccccc1. RXN SMILES: [C:21]([Br:22])([Br:23])([Br:24])[Br:25].[CH2:1]([c:2]1[cH:3][cH:4][cH:5][cH:6][cH:7]1)[O:8][NH:9][C:10]([CH:11]=[CH:12][S:13][c:14]1[cH:15][cH:16][cH:17][cH:18][cH:19]1)=[O:20].[CH3:45][C:46]#[N:47].[c:26]1([P:27]([c:28]2[cH:29][cH:30][cH:31][cH:32][cH:33]2)[c:34]2[cH:35][cH:36][cH:37][cH:38][cH:39]2)[cH:40][cH:41][cH:42][cH:43][cH:44]1>>[CH2:1]([c:2]1[cH:3][cH:4][cH:5][cH:6][cH:7]1)[O:8][N:9]=[C:10]([CH:11]=[CH:12][S:13][c:14]1[cH:15][cH:16][cH:17][cH:18][cH:19]1)[Br:22]. Starting materials: ClC1=CC(=C(N=N1)C(=O)N)NC1=CC=C2C(=N1)N(C=C2)C (6-Chloro-4-(1-methyl-1H-pyrrolo[2,3-b]pyridin-6-ylamino)-pyridazine-3-carboxylic acid amide), N[C@H]1[C@H](CCCC1)NC(OC(C)(C)C)=O (tert-butyl (1S,2R)-2-aminocyclohexylcarbamate), N[C@H]1[C@H](CCCC1)NC(OC(C)(C)C)=O (tert-butyl (1S,2R)-2-aminocyclohexylcarbamate). The solvent is CN1C(CCC1)=O (N-methylpyrrolidinone). Run at temperature 150 celsius, time 16 hour. The product is C(C)(C)(C)OC(N[C@@H]1[C@@H](CCCC1)NC=1N=NC(=C(C1)NC1=CC=C2C(=N1)N(C=C2)C)C(N)=O)=O ({(1S,2R)-2-[6-carbamoyl-5-(1-methyl-1H-pyrrolo[2,3-b]pyridin-6-ylamino)-pyridazin-3-ylamino]-cyclohexyl}-carbamic acid tert-butyl ester). Isolated yield 18.0%. As a reaction SMILES: Cl[C:2]1[N:7]=[N:6][C:5]([C:8]([NH2:10])=[O:9])=[C:4]([NH:11][C:12]2[N:17]=[C:16]3[N:18]([CH3:21])[CH:19]=[CH:20][C:15]3=[CH:14][CH:13]=2)[CH:3]=1.[NH2:22][C@@H:23]1[CH2:28][CH2:27][CH2:26][CH2:25][C@@H:24]1[NH:29][C:30](=[O:36])[O:31][C:32]([CH3:35])([CH3:34])[CH3:33]>CN1CCCC1=O>[C:32]([O:31][C:30](=[O:36])[NH:29][C@H:24]1[CH2:25][CH2:26][CH2:27][CH2:28][C@H:23]1[NH:22][C:2]1[N:7]=[N:6][C:5]([C:8](=[O:9])[NH2:10])=[C:4]([NH:11][C:12]2[N:17]=[C:16]3[N:18]([CH3:21])[CH:19]=[CH:20][C:15]3=[CH:14][CH:13]=2)[CH:3]=1)([CH3:35])([CH3:33])[CH3:34]. Reported procedure: 6-Chloro-4-(1-methyl-1H-pyrrolo[2,3-b]pyridin-6-ylamino)-pyridazine-3-carboxylic acid amide (42 mg, 0.139 mmol), and tert-butyl (1S,2R)-2-aminocyclohexylcarbamate (89 mg, 0.416 mmol) were dissolved in N-methylpyrrolidinone (1.4 mL) and heated at 150° C. for 36 h. Additional tert-butyl (1S,2R)-2-aminocyclohexylcarbamate (35 mg, 0.16 mmol) was added and the heating continued for 16 h more. The reaction mixture was cooled and concentrated in vacuo, then diluted with water, and extracted with ethyl ...